This data is from the Open Reaction Database (ORD), a public repository of structured organic reaction records. The task is: describe an organic reaction: reactants, conditions, products, and yield Reaction SMILES: [C:1]([O:5][C:6]([N:8]1[CH2:12][CH2:11][C@H:10]([OH:13])[C@H:9]1[C:14]([OH:16])=O)=[O:7])([CH3:4])([CH3:3])[CH3:2].CCN=C=N[CH2:22][CH2:23][CH2:24][N:25](C)C.C1C=CC2N(O)N=NC=2C=1.C1(N)CC1>CN(C=O)C>[C:1]([O:5][C:6]([N:8]1[CH2:12][CH2:11][C@H:10]([OH:13])[C@H:9]1[C:14](=[O:16])[NH:25][CH:24]1[CH2:22][CH2:23]1)=[O:7])([CH3:2])([CH3:3])[CH3:4]. Yield: 79.8%. Reported procedure: A mixture of (2S,3S)-3-hydroxy-pyrrolidine-1,2-dicarboxylic acid 1-tert-butyl ester (6 g), EDAC (6 g, 1.2 eq.), HOBt (4.2 g, 1.2 eq.), TEA (9 mL, 2.5 eq.) and cyclopropylamine (2.2 mL, 1.2 eq.) in DMF (30 mL) was stirred at rt for over the weekend. The insolubles were filtered off, the filtrate was concentrated, redissolved in ethyl acetate, washed with sodium bicarbonate and brine, dried and concentrated to give 5.6 g of (2S,3S)-2-cyclopropylcarbamoyl-3-hydroxy-pyrrolidine-1-carboxylic acid ter... The product is C(C)(C)(C)OC(=O)N1[C@@H]([C@H](CC1)O)C(NC1CC1)=O ((2S,3S)-2-cyclopropylcarbamoyl-3-hydroxy-pyrrolidine-1-carboxylic acid tert-butyl ester). The solvent is CN(C)C=O (DMF). Reactants: C(C)(C)(C)OC(=O)N1[C@@H]([C@H](CC1)O)C(=O)O ((2S,3S)-3-hydroxy-pyrrolidine-1,2-dicarboxylic acid 1-tert-butyl ester), CCN=C=NCCCN(C)C (EDAC), C=1C=CC2=C(C1)N=NN2O (HOBt), TEA, C1(CC1)N (cyclopropylamine).